This data is from the Open Reaction Database (ORD), a public repository of structured organic reaction records. The task is: describe an organic reaction: reactants, conditions, products, and yield The reactants are aqueous solution, C1(=CC=CC=C1)O (phenol), [OH-].[Na+] (sodium hydroxide), FC1=C(C=C(C=C1)[N+](=O)[O-])NS(=O)(=O)C (N-(2-fluoro-5-nitrophenyl)methanesulfonamide), ice, Cl (hydrochloric acid). Solvent: C(C)O (ethanol). The product is [N+](=O)([O-])C=1C=CC(=C(C1)NS(=O)(=O)C)OC1=CC=CC=C1 (N-(5-nitro-2-phenoxyphenyl)methanesulfonamide). Isolated yield 79.3%. As a reaction SMILES: [C:1]1([OH:7])[CH:6]=[CH:5][CH:4]=[CH:3][CH:2]=1.[OH-].[Na+].F[C:11]1[CH:16]=[CH:15][C:14]([N+:17]([O-:19])=[O:18])=[CH:13][C:12]=1[NH:20][S:21]([CH3:24])(=[O:23])=[O:22].Cl>C(O)C>[N+:17]([C:14]1[CH:15]=[CH:16][C:11]([O:7][C:1]2[CH:6]=[CH:5][CH:4]=[CH:3][CH:2]=2)=[C:12]([NH:20][S:21]([CH3:24])(=[O:23])=[O:22])[CH:13]=1)([O-:19])=[O:18] |f:1.2|. Reported procedure: To 250 ml of an aqueous solution containing 73.5 g of phenol and 31.2 g of sodium hydroxide was added 50.0 g of N-(2-fluoro-5-nitrophenyl)methanesulfonamide, followed by reflux for 5 hours. To the ice-cooled reaction solution were successively added 50 ml of 36% hydrochloric acid and 200 ml of ethanol with stirring. The precipitate was collected by filtration, successively washed with ethanol and water, and air-dried to give 52.2 g of N-(5-nitro-2-phenoxyphenyl)methanesulfonamide as yellow prism... Reactants: C(C)(=S)C(C(=O)O)C(C)C (2-thioacetyl-3-methyl butanoic acid), N[C@@H](C)C(=O)C1(C(N(C2=C(C(=N1)C1=CC=CC=C1)C=CC=C2)C)=O)N (3-(L-alaninyl)-amino-2,3-dihydro-1-methyl-5-phenyl-1H-1,4-benzodiazepin-2-one). Yields the product C(C)(=S)C(C(=O)N[C@@H](C)C(=O)C1(C(N(C2=C(C(=N1)C1=CC=CC=C1)C=CC=C2)C)=O)N)C(C)C (3-[N′-(2-Thioacetyl-3-methyl-butanoyl)-L-alaninyl]-amino-2,3-dihydro-1-methyl-5-phenyl-1H-1,4-benzodiazepin-2-one). RXN SMILES: [C:1]([CH:4]([CH:8]([CH3:10])[CH3:9])[C:5]([OH:7])=O)(=[S:3])[CH3:2].[NH2:11][C@H:12]([C:14]([C:16]1([NH2:35])[N:22]=[C:21]([C:23]2[CH:28]=[CH:27][CH:26]=[CH:25][CH:24]=2)[C:20]2[CH:29]=[CH:30][CH:31]=[CH:32][C:19]=2[N:18]([CH3:33])[C:17]1=[O:34])=[O:15])[CH3:13]>>[C:1]([CH:4]([CH:8]([CH3:10])[CH3:9])[C:5]([NH:11][C@H:12]([C:14]([C:16]1([NH2:35])[N:22]=[C:21]([C:23]2[CH:28]=[CH:27][CH:26]=[CH:25][CH:24]=2)[C:20]2[CH:29]=[CH:30][CH:31]=[CH:32][C:19]=2[N:18]([CH3:33])[C:17]1=[O:34])=[O:15])[CH3:13])=[O:7])(=[S:3])[CH3:2]. Procedure details: Following General Procedure D above using 2-thioacetyl-3-methyl butanoic acid (Coric et al., J. Med. Chem. 39, 1210 (1996)) and 3-(L-alaninyl)-amino-2,3-dihydro-1-methyl-5-phenyl-1H-1,4-benzodiazepin-2-one, as described in Example 8-B, the title compound was prepared. The product is CC1=NOC(=C1C)NS(=O)(=O)C1=C(C=CC=C1)C1=CN(C2=CC=CC=C12)S(=O)(=O)C1=CC=CC=C1 (N-(3,4-Dimethyl-5-isoxazolyl)-2-[1-(phenylsulfonyl)-1H-indol-3-yl]benzenesulfonamide). Starting materials: CC1=NOC(=C1C)N(S(=O)(=O)C1=C(C=CC=C1)C1=CN(C2=CC=CC=C12)S(=O)(=O)C1=CC=CC=C1)COCCOC (N-(3,4-Dimethyl-5-isoxazolyl)-N-[(2-methoxyethoxy)methyl]-2-[1-(phenylsulfonyl)-1H-indol-3-yl]benzenesulfonamide), Cl (HCl), CCO (EtOH). As a reaction SMILES: [CH3:1][C:2]1[C:6]([CH3:7])=[C:5]([N:8](COCCOC)[S:9]([C:12]2[CH:17]=[CH:16][CH:15]=[CH:14][C:13]=2[C:18]2[C:26]3[C:21](=[CH:22][CH:23]=[CH:24][CH:25]=3)[N:20]([S:27]([C:30]3[CH:35]=[CH:34][CH:33]=[CH:32][CH:31]=3)(=[O:29])=[O:28])[CH:19]=2)(=[O:11])=[O:10])[O:4][N:3]=1.Cl.CCO>CO.O>[CH3:1][C:2]1[C:6]([CH3:7])=[C:5]([NH:8][S:9]([C:12]2[CH:17]=[CH:16][CH:15]=[CH:14][C:13]=2[C:18]2[C:26]3[C:21](=[CH:22][CH:23]=[CH:24][CH:25]=3)[N:20]([S:27]([C:30]3[CH:35]=[CH:34][CH:33]=[CH:32][CH:31]=3)(=[O:28])=[O:29])[CH:19]=2)(=[O:10])=[O:11])[O:4][N:3]=1 |f:3.4|. Procedure details: A mixture of the title product of Step (D) (350 mg; 0.59 mmol), 6N HCl (6 ml) and EtOH (6 ml) was refluxed for 3 hours. After cooling, the reaction mixture was partitioned between EtOAc (50 ml) and water (25 ml). The aqueous layer was extracted with EtOAc (50 ml) and the combined organic layers were washed with brine (2×50 ml). The blue solution was dried (MgSO4) and concentrated to a dark blue residue. Attempts at purifying this residue using silica gel chromatography were unsuccessful. The mat... Isolated yield 43.4%. Solvent: CO.O (MeOH H2O). The reactants are CCCCCc1ccc(-c2ccc(CCC3CCC(C=C(Br)Br)CC3)cc2)cc1, [Li]CCCC, CCCCCC, C1CCOC1, O. The product is C#CC1CCC(CCc2ccc(-c3ccc(CCCCC)cc3)cc2)CC1. As a reaction SMILES: [Br:1][C:2](=[CH:3][CH:4]1[CH2:5][CH2:6][CH:7]([CH2:10][CH2:11][c:12]2[cH:13][cH:14][c:15](-[c:18]3[cH:19][cH:20][c:21]([CH2:24][CH2:25][CH2:26][CH2:27][CH3:28])[cH:22][cH:23]3)[cH:16][cH:17]2)[CH2:8][CH2:9]1)[Br:29].[CH2:30]([Li:31])[CH2:32][CH2:33][CH3:34].[CH3:41][CH2:42][CH2:43][CH2:44][CH2:45][CH3:46].[O:36]1[CH2:37][CH2:38][CH2:39][CH2:40]1.[OH2:35]>>[CH:2]#[C:3][CH:4]1[CH2:5][CH2:6][CH:7]([CH2:10][CH2:11][c:12]2[cH:13][cH:14][c:15](-[c:18]3[cH:19][cH:20][c:21]([CH2:24][CH2:25][CH2:26][CH2:27][CH3:28])[cH:22][cH:23]3)[cH:16][cH:17]2)[CH2:8][CH2:9]1. The reactants are C(C)(C)(C)OC(=O)N1CCN(CC1)C=1C=CC2=C(C=3SC(=CC3CCO2)C=2N(N=CN2)C2=C(C=C(C=C2)F)F)N1 (4-{2-[2-(2,4-Difluoro-phenyl)-2H-[1,2,4]triazol-3-yl]-4,5-dihydro-6-oxa-1-thia-10-aza-benzo[e]azulen-9-yl}-piperazine-1-carboxylic acid tert-butyl ester), C(C)OC(=O)C.Cl (EtOAc—HCl). Solvent: CCOC(=O)C (EtOAc). Run at time 2 hour. Yields the product FC1=C(C=CC(=C1)F)N1N=CN=C1C1=CC=2CCOC3=C(C2S1)N=C(C=C3)N3CCNCC3 (2-[2-(2,4-Difluoro-phenyl)-2H-[1,2,4]triazol-3-yl]-9-piperazin-1-yl-4,5-dihydro-6-oxa-1-thia-10-aza-benzo[e]azulene), Cl (HCl). Yield: 77.0%. As a reaction SMILES: C(OC([N:8]1[CH2:13][CH2:12][N:11]([C:14]2[CH:15]=[CH:16][C:17]3[O:26][CH2:25][CH2:24][C:23]4[CH:22]=[C:21]([C:27]5[N:28]([C:32]6[CH:37]=[CH:36][C:35]([F:38])=[CH:34][C:33]=6[F:39])[N:29]=[CH:30][N:31]=5)[S:20][C:19]=4[C:18]=3[N:40]=2)[CH2:10][CH2:9]1)=O)(C)(C)C.C(OC(C)=O)C.[ClH:47]>CCOC(C)=O>[F:39][C:33]1[CH:34]=[C:35]([F:38])[CH:36]=[CH:37][C:32]=1[N:28]1[C:27]([C:21]2[S:20][C:19]3[C:18]4[N:40]=[C:14]([N:11]5[CH2:10][CH2:9][NH:8][CH2:13][CH2:12]5)[CH:15]=[CH:16][C:17]=4[O:26][CH2:25][CH2:24][C:23]=3[CH:22]=2)=[N:31][CH:30]=[N:29]1.[ClH:47] |f:1.2|. Procedure details: 4-{2-[2-(2,4-Difluoro-phenyl)-2H-[1,2,4]triazol-3-yl]-4,5-dihydro-6-oxa-1-thia-10-aza-benzo[e]azulen-9-yl}-piperazine-1-carboxylic acid tert-butyl ester (0.61 g, 1.08 mmol) was dissolved in EtOAc, and EtOAc—HCl was added dropwise into the solution. And them the mixture was stirred at room temperature for 2 h. The reaction mixture was filtered to gather the solid. The resulting solid was washed by DCM (10 mL) to give 2-[2-(2,4-Difluoro-phenyl)-2H-[1,2,4]triazol-3-yl]-9-piperazin-1-yl-4,5-dihydro-... Product: CCOc1cncc(C(CC(=O)OC(C)(C)C)N2CCN(CCCc3cccc(NCc4ccc(OC)cc4)n3)C2=O)c1. Starting materials: CCOc1cncc(C(CC(=O)OC(C)(C)C)N2CCN(CCCc3cccc(Br)n3)C2=O)c1, COc1ccc(CN)cc1, Cc1ccccc1. RXN SMILES: [C:1]([CH3:2])([CH3:3])([CH3:4])[O:5][C:6]([CH2:7][CH:8]([c:9]1[cH:10][n:11][cH:12][c:13]([O:15][CH2:16][CH3:17])[cH:14]1)[N:18]1[C:19](=[O:33])[N:20]([CH2:23][CH2:24][CH2:25][c:26]2[n:27][c:28]([Br:32])[cH:29][cH:30][cH:31]2)[CH2:21][CH2:22]1)=[O:34].[CH3:35][O:36][c:37]1[cH:38][cH:39][c:40]([CH2:41][NH2:42])[cH:43][cH:44]1.[CH3:45][c:46]1[cH:47][cH:48][cH:49][cH:50][cH:51]1>>[C:1]([CH3:2])([CH3:3])([CH3:4])[O:5][C:6]([CH2:7][CH:8]([c:9]1[cH:10][n:11][cH:12][c:13]([O:15][CH2:16][CH3:17])[cH:14]1)[N:18]1[C:19](=[O:33])[N:20]([CH2:23][CH2:24][CH2:25][c:26]2[n:27][c:28]([NH:42][CH2:41][c:40]3[cH:39][cH:38][c:37]([O:36][CH3:35])[cH:44][cH:43]3)[cH:29][cH:30][cH:31]2)[CH2:21][CH2:22]1)=[O:34].